This data is from the Open Reaction Database (ORD), a public repository of structured organic reaction records. The task is: describe an organic reaction: reactants, conditions, products, and yield Reactants: CC1=C(C(=NO1)C1=NC=CC=C1)COC=1C=CC(=NC1)C(=O)O (5-(5-methyl-3-pyridin-2-yl-isoxazol-4-ylmethoxy)-pyridine-2-carboxylic acid), CC[C@@H](CO)N (S-(+)-2-amino-1-butanol). Yields the product OC[C@H](CC)NC(=O)C1=NC=C(C=C1)OCC=1C(=NOC1C)C1=NC=CC=C1 (5-(5-Methyl-3-pyridin-2-yl-isoxazol-4-ylmethoxy)-pyridine-2-carboxylic acid ((S)-1-hydroxymethyl-propyl)-amide). Isolated yield 72.0%. RXN SMILES: [CH3:1][C:2]1[O:6][N:5]=[C:4]([C:7]2[CH:12]=[CH:11][CH:10]=[CH:9][N:8]=2)[C:3]=1[CH2:13][O:14][C:15]1[CH:16]=[CH:17][C:18]([C:21]([OH:23])=O)=[N:19][CH:20]=1.[CH3:24][CH2:25][C@H:26]([NH2:29])[CH2:27][OH:28]>>[OH:28][CH2:27][C@@H:26]([NH:29][C:21]([C:18]1[CH:17]=[CH:16][C:15]([O:14][CH2:13][C:3]2[C:4]([C:7]3[CH:12]=[CH:11][CH:10]=[CH:9][N:8]=3)=[N:5][O:6][C:2]=2[CH3:1])=[CH:20][N:19]=1)=[O:23])[CH2:25][CH3:24]. Reported procedure: As described for example 7, 5-(5-methyl-3-pyridin-2-yl-isoxazol-4-ylmethoxy)-pyridine-2-carboxylic acid (100 mg, 0.32 mmol) was converted, using S-(+)-2-amino-1-butanol instead of isopropylamine, to the title compound (89 mg, 72%), which was obtained as a white solid. MS: m/e=383.2 [M+H]+. Reactants: CN(C([C@@H](CC1=CC2=CC=CC=C2C=C1)NC)=O)[C@@H](CNS(=O)(=O)C)CC1=CC=CC=C1 (N-((2R)-2-(N-methyl-N-((2R)-2-methylamino-3-(2-naphthyl)propionyl)amino)-3-phenylpropyl)methanesulfonamide), C(C)N(C(C)C)C(C)C (ethyldiisopropylamine), C(C)(C)(C)OC(=O)NC(C/C=C/C(=O)O)(C)C ((2E)-5-tert-Butoxycarbonylamino-5-methylhex-2-enoic acid), OC1=CC=NC=2NN=NC21 (Hydroxy-7-azabenzotriazole), Cl.CN(CCCN=C=NCC)C (N-(3-dimethylaminopropyl)-N'-ethylcarbodiimide hydrochloride). Run in ClCCl (dichloromethane), C(C)(=O)OCC (ethyl acetate), CN(C=O)C (N,N-dimethylformamide), ClCCl (dichloromethane). Reaction conditions: temperature 0 celsius, time 15 minute. Yields the product C(C)(C)(C)OC(NC(C\C=C\C(N(C)[C@H](CC1=CC2=CC=CC=C2C=C1)C(N(C)[C@@H](CNS(=O)(=O)C)CC1=CC=CC=C1)=O)=O)(C)C)=O ((3E)4-(N-((1R)-1-(N-((1R)-1-benzyl-2-(methylsulfonylamino)ethyl)-N-methylcarbamoyl)-2-(2-naphthyl)ethyl)-N-methylcarbamoyl)-1,1-dimethylbut-3-enylcarbamic acid tert-butyl ester). Isolated yield 82.6%. RXN SMILES: [C:1]([O:5][C:6]([NH:8][C:9]([CH3:17])([CH3:16])[CH2:10]/[CH:11]=[CH:12]/[C:13]([OH:15])=O)=[O:7])([CH3:4])([CH3:3])[CH3:2].OC1C2N=NNC=2N=CC=1.Cl.CN(C)CCCN=C=NCC.[CH3:40][N:41]([C@H:58]([CH2:65][C:66]1[CH:71]=[CH:70][CH:69]=[CH:68][CH:67]=1)[CH2:59][NH:60][S:61]([CH3:64])(=[O:63])=[O:62])[C:42](=[O:57])[C@H:43]([NH:55][CH3:56])[CH2:44][C:45]1[CH:54]=[CH:53][C:52]2[C:47](=[CH:48][CH:49]=[CH:50][CH:51]=2)[CH:46]=1.C(N(C(C)C)C(C)C)C>CN(C)C=O.ClCCl.C(OCC)(=O)C>[C:1]([O:5][C:6](=[O:7])[NH:8][C:9]([CH3:17])([CH3:16])[CH2:10]/[CH:11]=[CH:12]/[C:13](=[O:15])[N:55]([C@@H:43]([C:42](=[O:57])[N:41]([C@H:58]([CH2:65][C:66]1[CH:71]=[CH:70][CH:69]=[CH:68][CH:67]=1)[CH2:59][NH:60][S:61]([CH3:64])(=[O:63])=[O:62])[CH3:40])[CH2:44][C:45]1[CH:54]=[CH:53][C:52]2[C:47](=[CH:48][CH:49]=[CH:50][CH:51]=2)[CH:46]=1)[CH3:56])([CH3:2])([CH3:3])[CH3:4] |f:2.3|. Reported procedure: (2E)-5-tert-Butoxycarbonylamino-5-methylhex-2-enoic acid (352 mg, 1.45 mmol) was dissolved in N,N-dimethylformamide (2 ml) and dichloromethane (2 ml). Hydroxy-7-azabenzotriazole (197 mg, 1.45 mmol) was added as a solid. The solution was cooled to 0° C. N-(3-dimethylaminopropyl)-N'-ethylcarbodiimide hydrochloride (278 mg, 1.45 mmol) was added. The solution was stirred for 15 min at 0° C. A solution of N-((2R)-2-(N-methyl-N-((2R)-2-methylamino-3-(2-naphthyl)propionyl)amino)-3-phenylpropyl)methanes... Reactants: ClC=1C(=NC=CN1)N (3-chloro-2-aminopyrazine), crude adduct, C[O-].[Na+] (sodium methoxide), solution, COC=1C=C(C=CC1)S(=O)(=O)Cl (3-methoxybenzenesulfonyl chloride). Run in CO (methanol), CO (methanol). The product is COC=1C=C(C=CC1)S(=O)(=O)NC1=NC=CN=C1OC (3-Methoxy-N-(3-methoxy-2-pyrazinyl)benzenesulphonamide). As a reaction SMILES: Cl[C:2]1[C:3]([NH2:8])=[N:4][CH:5]=[CH:6][N:7]=1.[CH3:9][O:10][C:11]1[CH:12]=[C:13]([S:17](Cl)(=[O:19])=[O:18])[CH:14]=[CH:15][CH:16]=1.[CH3:21][O-:22].[Na+]>CO>[CH3:9][O:10][C:11]1[CH:12]=[C:13]([S:17]([NH:8][C:3]2[C:2]([O:22][CH3:21])=[N:7][CH:6]=[CH:5][N:4]=2)(=[O:19])=[O:18])[CH:14]=[CH:15][CH:16]=1 |f:2.3|. Reported procedure: By the method outlined in Example 1 (reaction performed at room temperature) using 3-chloro-2-aminopyrazine (0.83 g), 3-methoxybenzenesulfonyl chloride (1.44 g). The crude adduct was reacted with a solution of sodium methoxide (10 mL of a 25% solution in methanol) in methanol (20 mL) to afford the sub-titled compound (1.41 g) as a solid. Reactants: C(C)(C)(C)OC(=O)N1CCC(CC1)CC(=O)NN1C(CNCC1)=O (2-[1-(tert-butoxycarbonyl)-4-piperidinyl]-N-(2-oxo-1-piperazinyl)acetamide), ClC=1C=C2C=CC(=CC2=CC1)S(=O)(=O)Cl (6-chloronaphthalene-2-sulfonyl chloride), aqueous solution, C([O-])([O-])=O.[Na+].[Na+] (sodium carbonate). The solvent is C(C)(=O)OCC (ethyl acetate). Reaction conditions: time 30 minute. Product: C(C)(C)(C)OC(=O)N1CCC(CC1)CC(=O)NN1C(CN(CC1)S(=O)(=O)C1=CC2=CC=C(C=C2C=C1)Cl)=O (2-[1-(tert-Butoxycarbonyl)-4-piperidinyl]-N-[4-(6-chloronaphthalene-2-sulfonyl)-2-oxo-1-piperazinyl]acetamide). RXN SMILES: [C:1]([O:5][C:6]([N:8]1[CH2:13][CH2:12][CH:11]([CH2:14][C:15]([NH:17][N:18]2[CH2:23][CH2:22][NH:21][CH2:20][C:19]2=[O:24])=[O:16])[CH2:10][CH2:9]1)=[O:7])([CH3:4])([CH3:3])[CH3:2].C(=O)([O-])[O-].[Na+].[Na+].[Cl:31][C:32]1[CH:33]=[C:34]2[C:39](=[CH:40][CH:41]=1)[CH:38]=[C:37]([S:42](Cl)(=[O:44])=[O:43])[CH:36]=[CH:35]2>C(OCC)(=O)C>[C:1]([O:5][C:6]([N:8]1[CH2:9][CH2:10][CH:11]([CH2:14][C:15]([NH:17][N:18]2[CH2:23][CH2:22][N:21]([S:42]([C:37]3[CH:36]=[CH:35][C:34]4[C:39](=[CH:40][CH:41]=[C:32]([Cl:31])[CH:33]=4)[CH:38]=3)(=[O:43])=[O:44])[CH2:20][C:19]2=[O:24])=[O:16])[CH2:12][CH2:13]1)=[O:7])([CH3:4])([CH3:2])[CH3:3] |f:1.2.3|. Procedure details: A solution of N-(4-benzyloxycarbonyl-2-oxo-1-piperazinyl)-2-[1-(tert-butoxycarbonyl)-4-piperidinyl]acetamide (840 mg) and 10% Pd/C (500 mg) in methanol (35 ml) was stirred at room temperature for 15 hours under a hydrogen atmosphere. The catalyst was filtered off and the reaction mixture was concentrated to obtain N-(2-oxo-1-piperazinyl)-2-[1-(tert-butoxycarbonyl)-4-piperidinyl]acetamide as a colorless syrup. A solution of the resultant 2-[1-(tert-butoxycarbonyl)-4-piperidinyl]-N-(2-oxo-1-pipera... The reactants are [OH-].[Ca+2].[OH-] (calcium hydroxide), [O-2].[Ca+2] (calcium oxide), C([O-])(O)=O (bicarbonate). Run in O (water). Yields the product C([O-])(O)=O.[Ca+2].C([O-])(O)=O (calcium bicarbonate). As a reaction SMILES: [O-2].[Ca+2:2].[OH-].[Ca+2].[OH-].[C:6](=[O:9])([OH:8])[O-:7]>O>[C:6](=[O:7])([OH:9])[O-:8].[Ca+2:2].[C:6](=[O:7])([OH:9])[O-:8] |f:0.1,2.3.4,7.8.9|. Procedure details: Carbonic acid sometimes separates into a univalent hydrogen cation (H+) and a univalent bicarbonate anion (HCO3−). The free hydrogen cations combine with the free hydroxide anions formed by the separation of the calcium hydroxide created by the reaction of calcium oxide with water described above, and the free calcium cations combine with the free bicarbonate anions to form calcium bicarbonate: Reactants: CCOC(=O)CBr, Br, CN(C)C=O, [H-], NC1C(=O)Nc2ccccc2SC1c1cccs1, [Na+]. The product is CCOC(=O)CN1C(=O)C(N)C(c2cccs2)Sc2ccccc21. RXN SMILES: [Br:22][CH2:23][C:24](=[O:25])[O:26][CH2:27][CH3:28].[BrH:1].[CH3:29][N:30]([CH3:31])[CH:32]=[O:33].[H-:20].[NH2:2][CH:3]1[CH:4]([c:15]2[s:16][cH:17][cH:18][cH:19]2)[S:5][c:6]2[c:7]([cH:11][cH:12][cH:13][cH:14]2)[NH:8][C:9]1=[O:10].[Na+:21]>>[NH2:2][CH:3]1[CH:4]([c:15]2[s:16][cH:17][cH:18][cH:19]2)[S:5][c:6]2[c:7]([cH:11][cH:12][cH:13][cH:14]2)[N:8]([CH2:23][C:24](=[O:25])[O:26][CH2:27][CH3:28])[C:9]1=[O:10]. Starting materials: C[Si](C)(C)c1cc(-c2ccc(Br)cc2)no1, CCO, CC#N, [Cl-], [NH4+]. The product is Brc1ccc(-c2ccon2)cc1. As a reaction SMILES: [Br:1][c:2]1[cH:3][cH:4][c:5](-[c:8]2[n:9][o:10][c:11]([Si:13]([CH3:14])([CH3:15])[CH3:16])[cH:12]2)[cH:6][cH:7]1.[CH3:17][CH2:18][OH:19].[CH3:20][C:21]#[N:22].[Cl-:23].[NH4+:24]>>[Br:1][c:2]1[cH:3][cH:4][c:5](-[c:8]2[n:9][o:10][cH:11][cH:12]2)[cH:6][cH:7]1.